describe an organic reaction: reactants, conditions, products, and yield From a dataset of the Open Reaction Database (ORD), a public repository of structured organic reaction records. Starting materials: BrC=1C=C(N)C=CC1OC(F)(F)F (3-bromo-4-(trifluoromethoxy)aniline), C(=O)C1=CC2=C(C(=C(O2)C#N)C)C=C1 (6-formyl-3-methylbenzofuran-2-carbonitrile), Intermediate 4. Yields the product BrC=1C=C(C=CC1OC(F)(F)F)NCC1=CC2=C(C(=C(O2)C#N)C)C=C1 (6-(((3-bromo-4-(trifluoromethoxy)phenyl)amino)methyl)-3-methylbenzofuran-2-carbonitrile). As a reaction SMILES: [Br:1][C:2]1[CH:3]=[C:4]([CH:6]=[CH:7][C:8]=1[O:9][C:10]([F:13])([F:12])[F:11])[NH2:5].[CH:14]([C:16]1[CH:27]=[CH:26][C:19]2[C:20]([CH3:25])=[C:21]([C:23]#[N:24])[O:22][C:18]=2[CH:17]=1)=O>>[Br:1][C:2]1[CH:3]=[C:4]([NH:5][CH2:14][C:16]2[CH:27]=[CH:26][C:19]3[C:20]([CH3:25])=[C:21]([C:23]#[N:24])[O:22][C:18]=3[CH:17]=2)[CH:6]=[CH:7][C:8]=1[O:9][C:10]([F:11])([F:12])[F:13]. Procedure details: The title compound was prepared as described in general reductive amination procedure, starting from 3-bromo-4-(trifluoromethoxy)aniline and 6-formyl-3-methylbenzofuran-2-carbonitrile, Intermediate 4. LCMS retention time=1.64 minutes (LC method 3); MS (m+1)=426.0.